From a dataset of the Open Reaction Database (ORD), a public repository of structured organic reaction records. describe an organic reaction: reactants, conditions, products, and yield The reactants are ClC1=NC=CC(=N1)Cl (2,4-Dichloro-pyrimidine), [H-].[Na+] (sodium hydride), Cl (HCl), C[Si](CCO)(C)C (2-trimethylsilanyl-ethanol). The solvent is C1CCOC1 (THF), O (Water). Reaction conditions: time 16 hour. Product: ClC1=NC=CC(=N1)OCC[Si](C)(C)C (2-chloro-4-(2-trimethylsilanyl-ethoxy)-pyrimidine). The yield is 79.2%. Reaction SMILES: [Cl:1][C:2]1[N:7]=[C:6](Cl)[CH:5]=[CH:4][N:3]=1.[H-].[Na+].[CH3:11][Si:12]([CH3:17])([CH3:16])[CH2:13][CH2:14][OH:15].Cl>C1COCC1.O>[Cl:1][C:2]1[N:7]=[C:6]([O:15][CH2:14][CH2:13][Si:12]([CH3:17])([CH3:16])[CH3:11])[CH:5]=[CH:4][N:3]=1 |f:1.2|. Procedure: 2,4-Dichloro-pyrimidine (2.00 g, 13.4 mmol) in THF (30 mL) was treated with sodium hydride (670 mg, 60% oil dispersion, 16.8 mmol) followed by 2-trimethylsilanyl-ethanol (2.01 mL, 14.1 mmol) in portions over 15 minutes. The reaction mixture was stirred for 16 hours and treated with 1 M HCl (20 mL). Water (20 mL) was added and the mixture was extracted with 1:1 ethyl acetate:hexanes (100 mL) followed by ethyl acetate (100 mL). The combined organic layers were dried over sodium sulfate, filtered a... Starting materials: BrC1=CC=C(C=C1)C1=CC=C(O1)C(=O)Cl (5-(4-bromphenyl)-2-furancarboxylic acid chloride), NCCCN1CCOCC1 (N-(3-aminopropyl)morpholine), C([O-])([O-])=O.[K+].[K+] (potassium carbonate). The solvent is C(C)#N (acetonitrile). Conditions: time 8 hour. Product: N1(CCOCC1)CCCNC(=O)C=1OC(=CC1)C1=CC=C(C=C1)Br (N-[3-(4-Morpholinyl)propanyl]-5-(4-bromophenyl)-2-furancarboxamide). As a reaction SMILES: [Br:1][C:2]1[CH:7]=[CH:6][C:5]([C:8]2[O:12][C:11]([C:13](Cl)=[O:14])=[CH:10][CH:9]=2)=[CH:4][CH:3]=1.[NH2:16][CH2:17][CH2:18][CH2:19][N:20]1[CH2:25][CH2:24][O:23][CH2:22][CH2:21]1.C(=O)([O-])[O-].[K+].[K+]>C(#N)C>[N:20]1([CH2:19][CH2:18][CH2:17][NH:16][C:13]([C:11]2[O:12][C:8]([C:5]3[CH:6]=[CH:7][C:2]([Br:1])=[CH:3][CH:4]=3)=[CH:9][CH:10]=2)=[O:14])[CH2:25][CH2:24][O:23][CH2:22][CH2:21]1 |f:2.3.4|. Reported procedure: A mixture of 4.06 g of 5-(4-bromphenyl)-2-furancarboxylic acid chloride and 2.55 g of N-(3-aminopropyl)morpholine is refluxed 6 hr with 3.0 g of anhydrous potassium carbonate in 50 ml of acetonitrile. The mixture is allowed to stir at room temperature overnight. Solvents are then evaporated and the residue is triturated with ethyl ether followed by evaporation again. This process is repeated several times. A solution of the residue in ethyl ether is allowed to stand overnight whereupon crystals ... The reactants are BrC=1C=NC=C(C1)C#C[Si](C)(C)C (3-Bromo-5-trimethylsilanylethynyl-pyridine), C(C(C)(C)C)(=O)Cl (pivaloyl chloride). The reagents and catalysts are [Cu]Cl (copper(I) chloride). The solvent is CN(C)C=O (DMF). Product: BrC=1C=C(C=NC1)C#CC(C(C)(C)C)=O (1-(5-Bromo-pyridin-3-yl)-4,4-dimethyl-pent-1-yn-3-one). RXN SMILES: [Br:1][C:2]1[CH:3]=[N:4][CH:5]=[C:6]([C:8]#[C:9][Si](C)(C)C)[CH:7]=1.[C:14](Cl)(=[O:19])[C:15]([CH3:18])([CH3:17])[CH3:16]>CN(C=O)C.[Cu]Cl>[Br:1][C:2]1[CH:7]=[C:6]([C:8]#[C:9][C:14](=[O:19])[C:15]([CH3:18])([CH3:17])[CH3:16])[CH:5]=[N:4][CH:3]=1. Procedure details: 3-Bromo-5-trimethylsilanylethynyl-pyridine (1.0 eq, 1.22 g, 4.78 mmol), pivaloyl chloride (1.1. eq, 0.647 ml, 5.26 mmol) and copper(I) chloride (0.2 eq, 95 mg, 0.96 mmol) are dissolved in DMF (8 ml). The resulting mixture is heated using microwave radiation at 120° C. for 30 min. The mixture is filtered and washed with EtOAc. The filtrate is concentrated in vacuo and partitioned between sat. aqueous NaHCO3 solution and EtOAc. The organic portion is separated, dried (MgSO4) and concentrated in va... The reactants are C#CC(CCCCC)O (rac-1-octyn-3-ol), IC1=C2/C(/C(NC2=CC=C1)=O)=C/C=1NC=CC1OC ((Z)-1,3-dihydro-4-iodo-3-[(3-methoxy-1H-pyrrol-2-yl)methylene]-2H-indol-2-one), IC1=C2/C(/C(NC2=CC=C1)=O)=C/C=1NC=CC1OC ((Z)-1,3-dihydro-4-iodo-3-[(3-methoxy-1H-pyrrol-2-yl)methylene]-2H-indol-2-one). Reagents/catalysts: Cl[Pd]([P](C1=CC=CC=C1)(C2=CC=CC=C2)C3=CC=CC=C3)([P](C4=CC=CC=C4)(C5=CC=CC=C5)C6=CC=CC=C6)Cl ((Ph3P)2PdCl2). Solvent: CCN(CC)CC (Et3N), CN(C)C=O (DMF). Product: OC(C#CC1=C2/C(/C(NC2=CC=C1)=O)=C/C=1NC=CC1OC)CCCCC (rac-(Z)-1,3-dihydro-4-(3-hydroxy-1-octynyl)-3-[(3-methoxy-1H-pyrrol-2-yl)methylene]-2H-indol-2-one). RXN SMILES: [CH:1]#[C:2][CH:3]([OH:9])[CH2:4][CH2:5][CH2:6][CH2:7][CH3:8].I[C:11]1[CH:19]=[CH:18][CH:17]=[C:16]2[C:12]=1/[C:13](=[CH:21]/[C:22]1[NH:23][CH:24]=[CH:25][C:26]=1[O:27][CH3:28])/[C:14](=[O:20])[NH:15]2>Cl[Pd](Cl)([P](C1C=CC=CC=1)(C1C=CC=CC=1)C1C=CC=CC=1)[P](C1C=CC=CC=1)(C1C=CC=CC=1)C1C=CC=CC=1.CN(C=O)C.CCN(CC)CC>[OH:9][CH:3]([CH2:4][CH2:5][CH2:6][CH2:7][CH3:8])[C:2]#[C:1][C:11]1[CH:19]=[CH:18][CH:17]=[C:16]2[C:12]=1/[C:13](=[CH:21]/[C:22]1[NH:23][CH:24]=[CH:25][C:26]=1[O:27][CH3:28])/[C:14](=[O:20])[NH:15]2 |^1:31,50|. Reported procedure: Using Method C above, rac-1-octyn-3-ol (61 mg, 0.48 mmol) (Aldrich) was coupled with (Z)-1,3-dihydro-4-iodo-3-[(3-methoxy-1H-pyrrol-2-yl)methylene]-2H-indol-2-one (146 mg, 0.4 mmol) (Starting Material 2 supra) using (Ph3P)2PdCl2 (20 mg) and Cul (10 mg) as catalyst in DMF (2 mL) and Et3N (2 mL) as solvent at 70° C. for 15 h to yield rac-(Z)-1,3-dihydro-4-(3-hydroxy-1-octynyl)-3-[(3-methoxy-1H-pyrrol-2-yl)methylene]-2H-indol-2-one. (Yield 88 mg, 60%). Reactants: CC#N, CCOC(=O)c1nc(-c2ccc3c(c2)NCCO3)sc1N(C)CCOc1ccccc1, O=C(Nc1nc2ccccc2s1)Oc1ccc([N+](=O)[O-])cc1. Product: CCOC(=O)c1nc(-c2ccc3c(c2)N(C(=O)Nc2nc4ccccc4s2)CCO3)sc1N(C)CCOc1ccccc1. RXN SMILES: [CH3:54][C:55]#[N:56].[O:1]1[c:2]2[c:3]([cH:7][c:8](-[c:11]3[s:12][c:13]([N:21]([CH2:22][CH2:23][O:24][c:25]4[cH:26][cH:27][cH:28][cH:29][cH:30]4)[CH3:31])[c:14]([C:16](=[O:17])[O:18][CH2:19][CH3:20])[n:15]3)[cH:9][cH:10]2)[NH:4][CH2:5][CH2:6]1.[s:32]1[c:33]([NH:41][C:42]([O:43][c:45]2[cH:46][cH:47][c:48]([N+:49]([O-:50])=[O:51])[cH:52][cH:53]2)=[O:44])[n:34][c:35]2[c:36]1[cH:37][cH:38][cH:39][cH:40]2>>[O:1]1[c:2]2[c:3]([cH:7][c:8](-[c:11]3[s:12][c:13]([N:21]([CH2:22][CH2:23][O:24][c:25]4[cH:26][cH:27][cH:28][cH:29][cH:30]4)[CH3:31])[c:14]([C:16](=[O:17])[O:18][CH2:19][CH3:20])[n:15]3)[cH:9][cH:10]2)[N:4]([C:42]([NH:41][c:33]2[s:32][c:36]3[c:35]([n:34]2)[cH:40][cH:39][cH:38][cH:37]3)=[O:43])[CH2:5][CH2:6]1.